Task: describe an organic reaction: reactants, conditions, products, and yield. Dataset: the Open Reaction Database (ORD), a public repository of structured organic reaction records Reactants: ClCCCC1=CNC2=CC=C(C=C12)OC (3-(3-chloropropyl)-5-methoxyindole), OC=1C=C2C(=CNC2=CC1)C1CCNCC1 (4-(5-hydroxyindol-3-yl)piperidine). Yields the product N1C=C(C2=CC=CC=C12)CCCN1CCC(CC1)C1=CNC2=CC=CC=C12 (3-[1-(3-(indol-3-yl)propyl)-4-piperidyl]indole). RXN SMILES: Cl[CH2:2][CH2:3][CH2:4][C:5]1[C:13]2[C:8](=[CH:9][CH:10]=[C:11](OC)[CH:12]=2)[NH:7][CH:6]=1.O[C:17]1[CH:18]=[C:19]2[C:23](=[CH:24][CH:25]=1)[NH:22][CH:21]=[C:20]2[CH:26]1[CH2:31][CH2:30][NH:29][CH2:28][CH2:27]1>>[NH:7]1[C:8]2[C:13](=[CH:12][CH:11]=[CH:10][CH:9]=2)[C:5]([CH2:4][CH2:3][CH2:2][N:29]2[CH2:30][CH2:31][CH:26]([C:20]3[C:19]4[C:23](=[CH:24][CH:25]=[CH:17][CH:18]=4)[NH:22][CH:21]=3)[CH2:27][CH2:28]2)=[CH:6]1. Procedure details: of 3-(3-chloropropyl)-5-methoxyindole with 4-(5-hydroxyindol-3-yl)piperidine: Reported procedure: To a suspension of activated zinc dust (84.4 g, 1.29 mol, 1.94 eq.) in anhydrous DMA (270 mL) was added 1,2-dibromoethane (9.1 mL, 0.106 mol, 0.16 eq.), followed by the slow addition of chlorotrimethylsilane (13.5 mL, 0.106 mol, 0.16 eq.) over a period of 5 min. The resulting mixture was stirred for 15 min under nitrogen. Then a solution of tert-butyl 4-iodopiperidine-1-carboxylate (329 g, 1.06 mol, 1.59 eq.) in anhydrous DMA (670 mL) was added to the above suspension over a period of 45 min kee... Reagents/catalysts: C1=CC=C(C=C1)P([C-]2C=CC=C2)C3=CC=CC=C3.C1=CC=C(C=C1)P([C-]2C=CC=C2)C3=CC=CC=C3.Cl[Pd]Cl.[Fe+2].C(Cl)Cl (PdCl2(dppf) CH2Cl2), [Zn] (zinc), [Zn] (zinc). Isolated yield 46.5%. Run in CC(=O)N(C)C (DMA), CC(=O)N(C)C (DMA), CC(=O)N(C)C (DMA), CC(=O)N(C)C (DMA). RXN SMILES: BrCCBr.Cl[Si](C)(C)C.I[CH:11]1[CH2:16][CH2:15][N:14]([C:17]([O:19][C:20]([CH3:23])([CH3:22])[CH3:21])=[O:18])[CH2:13][CH2:12]1.[Cl:24][C:25]1[C:30](Cl)=[N:29][CH:28]=[CH:27][N:26]=1>CC(N(C)C)=O.[Zn].C1C=CC(P(C2C=CC=CC=2)[C-]2C=CC=C2)=CC=1.C1C=CC(P(C2C=CC=CC=2)[C-]2C=CC=C2)=CC=1.Cl[Pd]Cl.[Fe+2].C(Cl)Cl>[Cl:24][C:25]1[C:30]([CH:11]2[CH2:16][CH2:15][N:14]([C:17]([O:19][C:20]([CH3:23])([CH3:22])[CH3:21])=[O:18])[CH2:13][CH2:12]2)=[N:29][CH:28]=[CH:27][N:26]=1 |f:6.7.8.9.10|. Product: ClC=1C(=NC=CN1)C1CCN(CC1)C(=O)OC(C)(C)C (tert-butyl 4-(3-chloropyrazin-2-yl)piperidine-1-carboxylate). Reactants: BrCCBr (1,2-dibromoethane), IC1CCN(CC1)C(=O)OC(C)(C)C (tert-butyl 4-iodopiperidine-1-carboxylate), ClC1=NC=CN=C1Cl (2,3-dichloropyrazine), Cl[Si](C)(C)C (chlorotrimethylsilane). Conditions: time 15 minute. The reactants are O=C([O-])[O-], CN(C)C=O, Cc1ccc(S(=O)(=O)OCC2CN(C)c3ccccc3O2)cc1, [Cs+], [Cs+], O, COC(=O)c1ccc(O)c(C)c1C. The product is COC(=O)c1ccc(OCC2CN(C)c3ccccc3O2)c(C)c1C. RXN SMILES: [C:19](=[O:20])([O-:21])[O-:22].[CH3:1][N:2]([CH3:3])[CH:4]=[O:5].[CH3:25][c:26]1[cH:27][cH:28][c:29]([S:30]([O:31][CH2:36][CH:37]2[O:38][c:39]3[c:40]([cH:44][cH:45][cH:46][cH:47]3)[N:41]([CH3:43])[CH2:42]2)(=[O:32])=[O:33])[cH:34][cH:35]1.[Cs+:23].[Cs+:24].[OH2:48].[OH:6][c:7]1[c:8]([CH3:18])[c:9]([CH3:17])[c:10]([C:11](=[O:12])[O:13][CH3:14])[cH:15][cH:16]1>>[O:6]([c:7]1[c:8]([CH3:18])[c:9]([CH3:17])[c:10]([C:11](=[O:12])[O:13][CH3:14])[cH:15][cH:16]1)[CH2:36][CH:37]1[O:38][c:39]2[c:40]([cH:44][cH:45][cH:46][cH:47]2)[N:41]([CH3:43])[CH2:42]1.